Dataset: the Open Reaction Database (ORD), a public repository of structured organic reaction records. Task: describe an organic reaction: reactants, conditions, products, and yield The reactants are COC1=CC=C(N=N1)NC(C(C)(C)C)=O (N-(6-methoxy-pyridazin-3-yl)-2,2-dimethyl-propionamide), Grignard reagent, CCC(CC)Br (3-pentyl bromide), Mg. Product: C(C)C(CC)C1=C(N=NC(=C1)OC)NC(C(C)(C)C)=O (N-[4-(1-Ethyl-propyl)-6-methoxy-pyridazin-3-yl]-2,2-dimethyl-propionamide). The yield is 65.5%. As a reaction SMILES: [CH3:1][O:2][C:3]1[N:8]=[N:7][C:6]([NH:9][C:10](=[O:15])[C:11]([CH3:14])([CH3:13])[CH3:12])=[CH:5][CH:4]=1.[CH3:16][CH2:17][CH:18](Br)[CH2:19][CH3:20]>>[CH2:17]([CH:18]([C:5]1[CH:4]=[C:3]([O:2][CH3:1])[N:8]=[N:7][C:6]=1[NH:9][C:10](=[O:15])[C:11]([CH3:12])([CH3:14])[CH3:13])[CH2:19][CH3:20])[CH3:16]. Reported procedure: Using a procedure analogous to Example 17B, from N-(6-methoxy-pyridazin-3-yl)-2,2-dimethyl-propionamide (6.09 g, 29.14 mmol) and Grignard reagent prepared from 3-pentyl bromide (18.1 mL, 160.3 mmol) and Mg (3.84 g, 160.26 mmol) gives the title compound (5.32 g, 19.1 mmol, 65%). 1H NMR (CDCl3): δ. 0.84 (t, J=7.5 Hz, 6H), 1.36 (s, 9H), 1.50-1.72 (m, 4H), 3.50-3.70 (m, 1H), 4.07 (s, 3H), 6.96 (s, 1H) ppm. ES-MS (m/z): calcd for C15H25N3O2 (M+H)+: 280.4. found: 280.2. Reactants: CC1=C(CCl)C(=CC(=C1)C)C (2,4,6-trimethylbenzyl chloride), FC=1C(NC(N([C@H]2C[C@H](O)[C@@H](COC(C3=CC=CC=C3)(C3=CC=CC=C3)C3=CC=CC=C3)O2)C1)=O)=O (2'-deoxy-5-fluoro-5'-O-trityluridine), [OH-].[K+] (potassium hydroxide), [I-].[Na+] (sodium iodide). Solvent: O1CCOCC1 (dioxane). Conditions: temperature 60 celsius, time 3 hour. Yields the product FC=1C(NC(N([C@H]2C[C@H](OCC3=C(C=C(C=C3C)C)C)[C@@H](CO)O2)C1)=O)=O (2'-deoxy-5-fluoro-3'-O-(2,4,6-trimethylbenzyl)uridine). Yield: 55.0%. As a reaction SMILES: [CH3:1][C:2]1[CH:9]=[C:8]([CH3:10])[CH:7]=[C:6]([CH3:11])[C:3]=1[CH2:4]Cl.[F:12][C:13]1[C:14](=[O:47])[NH:15][C:16](=[O:46])[N:17]([CH:45]=1)[C@@H:18]1[O:44][C@H:22]([CH2:23][O:24]C(C2C=CC=CC=2)(C2C=CC=CC=2)C2C=CC=CC=2)[C@@H:20]([OH:21])[CH2:19]1.[OH-].[K+].[I-].[Na+]>O1CCOCC1>[F:12][C:13]1[C:14](=[O:47])[NH:15][C:16](=[O:46])[N:17]([CH:45]=1)[C@@H:18]1[O:44][C@H:22]([CH2:23][OH:24])[C@@H:20]([O:21][CH2:4][C:3]2[C:2]([CH3:1])=[CH:9][C:8]([CH3:10])=[CH:7][C:6]=2[CH3:11])[CH2:19]1 |f:2.3,4.5|. Reported procedure: A 1.66 g quantity of 2,4,6-trimethylbenzyl chloride was added to a solution of 4.00 g of 2'-deoxy-5-fluoro-5'-O-trityluridine, 2.30 g of potassium hydroxide and 1.47 g of sodium iodide in 50 ml of dried dioxane. The mixture was stirred at 60° C. for 3 hours. The solvent was distilled off, and ethylacetate and water were added to the residue. The ethyl acetate layer was washed with water and dried over anhydrous sodium sulfate. The ethyl acetate was distilled off and the residue was dissolved in ... The yield is 76.0%. Product: ClC1=C(C=CC(=C1)Cl)C(C(F)(F)F)C1=C(C=C(C=C1)Cl)Cl (α,α-bis-(2,4-dichlorophenyl)-β,β,β-trifluoroethane). Reactants: ClC1=CC(=CC=C1)Cl (m-dichlorobenzene), C(=O)C(F)(F)F (fluoral), S(O)(O)(=O)=O (sulfuric acid). Procedure: 1 mol (374 g) of α,α-bis-(2,4-dichlorophenyl)-β,β,β-trifluoroethane (obtained by condensation of m-dichlorobenzene with fluoral in the presence of concentrated sulfuric acid) is dissolved in 800 ml of "glyme". There is then added with stirring 80 g of 1,2,4-triazole, and at 80°-85° there is subsequently added dropwise 250 ml of 60% KOH. The reaction mixture is refluxed for about a further 3 hours. After cooling, the aqueous phase is separated and discarded. The organic phase is concentrated by e... Reaction SMILES: [Cl:1][C:2]1[CH:7]=[CH:6][CH:5]=[C:4]([Cl:8])[CH:3]=1.[CH:9]([C:11]([F:14])([F:13])[F:12])=O.S(=O)(=O)(O)O>>[Cl:1][C:2]1[CH:3]=[C:4]([Cl:8])[CH:5]=[CH:6][C:7]=1[CH:9]([C:5]1[CH:6]=[CH:7][C:2]([Cl:1])=[CH:3][C:4]=1[Cl:8])[C:11]([F:14])([F:13])[F:12]. The reactants are NC=1SC=C(N1)CC(=O)NC1=CC=C(C=C1)CCNC[C@@H](C1=CC=CC=C1)O ((R)-2-(2-aminothiazol-4-yl)-4′-[2-[(2-hydroxy-2-phenylethyl)amino]ethyl]acetanilide), Cl (hydrochloric acid). Run in O1CCOCC1 (1,4-dioxane). The product is Cl.Cl.NC=1SC=C(N1)CC(=O)NC1=CC=C(C=C1)CCNC[C@@H](C1=CC=CC=C1)O ((R)-2-(2-aminothiazol-4-yl)-4′-[2-[(2-hydroxy-2-phenylethyl)amino]ethyl]-acetanilide dihydrochloride). Reaction SMILES: [NH2:1][C:2]1[S:3][CH:4]=[C:5]([CH2:7][C:8]([NH:10][C:11]2[CH:16]=[CH:15][C:14]([CH2:17][CH2:18][NH:19][CH2:20][C@H:21]([OH:28])[C:22]3[CH:27]=[CH:26][CH:25]=[CH:24][CH:23]=3)=[CH:13][CH:12]=2)=[O:9])[N:6]=1.[ClH:29]>O1CCOCC1>[ClH:29].[ClH:29].[NH2:1][C:2]1[S:3][CH:4]=[C:5]([CH2:7][C:8]([NH:10][C:11]2[CH:12]=[CH:13][C:14]([CH2:17][CH2:18][NH:19][CH2:20][C@H:21]([OH:28])[C:22]3[CH:23]=[CH:24][CH:25]=[CH:26][CH:27]=3)=[CH:15][CH:16]=2)=[O:9])[N:6]=1 |f:3.4.5|. Procedure: 20.0 g of (R)-2-(2-aminothiazol-4-yl)-4′-[2-[(2-hydroxy-2-phenylethyl)amino]ethyl]acetanilide was dissolved in 1,4-dioxane, to which was then added 8.41 mL of concentrated hydrochloric acid. A generated crystal was collected by filtration to obtain 25.0 g of (R)-2-(2-aminothiazol-4-yl)-4′-[2-[(2-hydroxy-2-phenylethyl)amino]ethyl]-acetanilide dihydrochloride. Starting materials: resultant mixture, O1C=CNC(C2=C1C=CC=C2)=O (4,5-dihydro-1,4-benzoxazepin-5-one), BrCCCCBr (1,4-dibromobutane), [H-].[Na+] (sodium hydride). The solvent is CN(C=O)C (dimethylformamide). Run at time 30 minute. The product is BrCCCCN1C=COC2=C(C1=O)C=CC=C2 (4-(4-bromobutyl)-4,5-dihydro-1,4-benzoxazepin-5-one). Reaction SMILES: [O:1]1[C:7]2[CH:8]=[CH:9][CH:10]=[CH:11][C:6]=2[C:5](=[O:12])[NH:4][CH:3]=[CH:2]1.[H-].[Na+].[Br:15][CH2:16][CH2:17][CH2:18][CH2:19]Br>CN(C)C=O>[Br:15][CH2:16][CH2:17][CH2:18][CH2:19][N:4]1[C:5](=[O:12])[C:6]2[CH:11]=[CH:10][CH:9]=[CH:8][C:7]=2[O:1][CH:2]=[CH:3]1 |f:1.2|. Reported procedure: 1.0 g of 4,5-dihydro-1,4-benzoxazepin-5-one was dissolved in 50 ml of dimethylformamide, then 298 mg (1.2 equivalents) of 60% sodium hydride was added under ice cooling. This was agitated for 30 minutes, then 4.7 g (3 equivalents) of 1,4-dibromobutane was added and the resultant mixture was agitated at room temperature for 6 hours. The reactants are O=C(CBr)N1CCOCC1, CCN(C(C)C)C(C)C, N#Cc1cnc(Nc2cc(N3CCNCC3)ncn2)s1, CN(C)C=O. Yields the product N#Cc1cnc(Nc2cc(N3CCN(CC(=O)N4CCOCC4)CC3)ncn2)s1. Reaction SMILES: [Br:30][CH2:31][C:32](=[O:33])[N:34]1[CH2:35][CH2:36][O:37][CH2:38][CH2:39]1.[CH:21]([N:22]([CH:23]([CH3:24])[CH3:25])[CH2:26][CH3:27])([CH3:28])[CH3:29].[N:1]1([c:7]2[cH:8][c:9]([NH:13][c:14]3[s:15][c:16]([C:19]#[N:20])[cH:17][n:18]3)[n:10][cH:11][n:12]2)[CH2:2][CH2:3][NH:4][CH2:5][CH2:6]1.[O:40]=[CH:41][N:42]([CH3:43])[CH3:44]>>[N:1]1([c:7]2[cH:8][c:9]([NH:13][c:14]3[s:15][c:16]([C:19]#[N:20])[cH:17][n:18]3)[n:10][cH:11][n:12]2)[CH2:2][CH2:3][N:4]([CH2:31][C:32](=[O:33])[N:34]2[CH2:35][CH2:36][O:37][CH2:38][CH2:39]2)[CH2:5][CH2:6]1. Reactants: C(C)OC1(CC1)O[Si](C)(C)C ((1-ethoxycyclopropyl)oxy-trimethylsilane). Reagents/catalysts: Cl (HCl). The solvent is CO (methanol). Conditions: temperature 20 celsius, time 16 hour. Product: C(C)OC1(CC1)O.COC1(CC1)O (1-ethoxycyclopropanol 1-methoxycyclopropanol). The yield is 87.2%. RXN SMILES: [CH2:1]([O:3][C:4]1([O:7][Si](C)(C)C)[CH2:6][CH2:5]1)[CH3:2]>CO.Cl>[CH2:1]([O:3][C:4]1([OH:7])[CH2:6][CH2:5]1)[CH3:2].[CH3:1][O:3][C:4]1([OH:7])[CH2:6][CH2:5]1 |f:3.4|. Procedure: A solution of (1-ethoxycyclopropyl)oxy-trimethylsilane (25 ml, 124.9 mmol) in methanol (60 ml) was treated with conc. HCl (3 drops), stirred at 20° C. for 16 h, concentrated at 20° C., and the residue distilled (55° C., 19-20 mbar) to give 1-ethoxycyclopropanol/1-methoxycyclopropanol (92:8, 10.36 g, 82%). Reactants: COc1ccc(C2CCCN2)cc1, O=S(=O)(Cl)c1ccc(Cl)cc1. Yields the product COc1ccc(C2CCCN2S(=O)(=O)c2ccc(Cl)cc2)cc1. As a reaction SMILES: [CH3:1][O:2][c:3]1[cH:4][cH:5][c:6]([CH:9]2[NH:10][CH2:11][CH2:12][CH2:13]2)[cH:7][cH:8]1.[Cl:14][c:15]1[cH:16][cH:17][c:18]([S:21](=[O:22])(=[O:23])[Cl:24])[cH:19][cH:20]1>>[CH3:1][O:2][c:3]1[cH:4][cH:5][c:6]([CH:9]2[N:10]([S:21]([c:18]3[cH:17][cH:16][c:15]([Cl:14])[cH:20][cH:19]3)(=[O:22])=[O:23])[CH2:11][CH2:12][CH2:13]2)[cH:7][cH:8]1.